This data is from the Open Reaction Database (ORD), a public repository of structured organic reaction records. The task is: describe an organic reaction: reactants, conditions, products, and yield Starting materials: CS(=O)(=O)c1cccc(C(=O)O)c1, CCN(C(C)C)C(C)C, ClCCl, Cl, O=C1CCNCC1. Product: CS(=O)(=O)c1cccc(C(=O)N2CCC(=O)CC2)c1. Reaction SMILES: [CH3:1][S:2](=[O:3])(=[O:4])[c:5]1[cH:6][c:7]([C:8](=[O:9])[OH:10])[cH:11][cH:12][cH:13]1.[CH:22]([N:23]([CH2:24][CH3:25])[CH:26]([CH3:27])[CH3:28])([CH3:29])[CH3:30].[Cl:31][CH2:32][Cl:33].[ClH:14].[NH:15]1[CH2:16][CH2:17][C:18](=[O:21])[CH2:19][CH2:20]1>>[CH3:1][S:2](=[O:3])(=[O:4])[c:5]1[cH:6][c:7]([C:8](=[O:10])[N:15]2[CH2:16][CH2:17][C:18](=[O:21])[CH2:19][CH2:20]2)[cH:11][cH:12][cH:13]1. Starting materials: stainless steel, [H][H].[C]=O (hydrogen carbon monoxide), C(C)C(C(=O)[O-])CCCC (2-ethylhexanoate), C1(=CC=CC=C1)P(CC=1C(=CC=CC1)CP(C1=CC=CC=C1)C1=CC=CC=C1)C1=CC=CC=C1 (α,α'-bis(diphenylphosphino)-o-xylene), C=CCCCCCC (1-octene), C=CCCCCCC (1-octene). Reagents/catalysts: [Rh] (rhodium), [Rh] (rhodium). Solvent: C1(=CC=CC=C1)C (toluene). Run at temperature 105 celsius, time 2 hour. Yields the product C(CCCCCCCC)=O (nonanal). Isolated yield 90.6%. As a reaction SMILES: C([CH:3]([CH2:7][CH2:8][CH2:9][CH3:10])[C:4]([O-:6])=O)C.[C:11]1(P(C2C=CC=CC=2)CC2C(CP(C3C=CC=CC=3)C3C=CC=CC=3)=CC=CC=2)[CH:16]=CC=C[CH:12]=1.C=CCCCCCC.[H][H].[C]=O>[Rh].C1(C)C=CC=CC=1>[CH:4](=[O:6])[CH2:3][CH2:7][CH2:8][CH2:9][CH2:10][CH2:12][CH2:11][CH3:16] |f:3.4,^3:54|. Reported procedure: A 300-mL stainless steel autoclave equipped with a magnetically driven stirrer was charged under nitrogen with rhodium (14.55 mg of rhodium, 0.14 mmole charged as the 2-ethylhexanoate salt), α,α'-bis(diphenylphosphino)-o-xylene ligand (0.16 gm, 0.34 mmole), 1-octene (22.44 grams), and toluene (70 mL). This was pressured to 300 psig with a 1/1 mixture of hydrogen/carbon monoxide (synthesis gas) and heated to 105° C. The autoclave was repressured to 300 psig with the synthesis gas mixture whenever... Yields the product C(C1=CC=CC=C1)=NC1=C(NC(=C1C(=O)OC)C(=O)OC)C1=CC=CC=C1 (3-Benzylideneamino-4,5-dicarbomethoxy-2- phenylpyrrole). Reactants: Cl.NC1=C(NC(=C1C(=O)OC)C(=O)OC)C1=CC=CC=C1 (3-Amino-4,5-dicarbomethoxy-2-phenylpyrrole hydrochloride), C(C1=CC=CC=C1)=O (benzaldehyde). Procedure details: From the compound of Example 41 and benzaldehyde, yeild, 78% m.p. 218°-20° C. (from methanol). The solvent is CO (methanol). RXN SMILES: Cl.[NH2:2][C:3]1[C:7]([C:8]([O:10][CH3:11])=[O:9])=[C:6]([C:12]([O:14][CH3:15])=[O:13])[NH:5][C:4]=1[C:16]1[CH:21]=[CH:20][CH:19]=[CH:18][CH:17]=1.[CH:22](=O)[C:23]1[CH:28]=[CH:27][CH:26]=[CH:25][CH:24]=1>CO>[CH:22](=[N:2][C:3]1[C:7]([C:8]([O:10][CH3:11])=[O:9])=[C:6]([C:12]([O:14][CH3:15])=[O:13])[NH:5][C:4]=1[C:16]1[CH:21]=[CH:20][CH:19]=[CH:18][CH:17]=1)[C:23]1[CH:28]=[CH:27][CH:26]=[CH:25][CH:24]=1 |f:0.1|. The reactants are Cc1c([N+](=O)[O-])ccc2ncsc12, [Na+], [OH-], Cl[Sn]Cl. Yields the product Cc1c(N)ccc2ncsc12. As a reaction SMILES: [CH3:4][c:5]1[c:6]([N+:14]([O-:15])=[O:16])[cH:7][cH:8][c:9]2[n:10][cH:11][s:12][c:13]12.[Na+:18].[OH-:17].[Sn:1]([Cl:2])[Cl:3]>>[CH3:4][c:5]1[c:6]([NH2:14])[cH:7][cH:8][c:9]2[n:10][cH:11][s:12][c:13]12. Starting materials: Cc1nn(-c2nccc(-c3ccccn3)n2)c(C)c1Oc1ccc(CO)cc1, ClC(Cl)Cl. Product: Cc1nn(-c2nccc(-c3ccccn3)n2)c(C)c1Oc1ccc(C=O)cc1. Reaction SMILES: [CH3:1][c:2]1[n:3][n:4](-[c:17]2[n:18][cH:19][cH:20][c:21](-[c:23]3[n:24][cH:25][cH:26][cH:27][cH:28]3)[n:22]2)[c:5]([CH3:16])[c:6]1[O:7][c:8]1[cH:9][cH:10][c:11]([CH2:14][OH:15])[cH:12][cH:13]1.[CH:29]([Cl:30])([Cl:31])[Cl:32]>>[CH3:1][c:2]1[n:3][n:4](-[c:17]2[n:18][cH:19][cH:20][c:21](-[c:23]3[n:24][cH:25][cH:26][cH:27][cH:28]3)[n:22]2)[c:5]([CH3:16])[c:6]1[O:7][c:8]1[cH:9][cH:10][c:11]([CH:14]=[O:15])[cH:12][cH:13]1.